This data is from the Open Reaction Database (ORD), a public repository of structured organic reaction records. The task is: describe an organic reaction: reactants, conditions, products, and yield The reactants are C1(CCCCC1)C1=CC=C(OC[C@@H]2CN=C(O2)N)C=C1 ((S)-5-(4-cyclohexyl-phenoxymethyl)-4,5-dihydro-oxazol-2-ylamine), C(C)OC(C#CCF)=O (4-fluoro-but-2-ynoic acid ethyl ester). Run in C(C)O (ethanol). The product is C1(CCCCC1)C1=CC=C(OC[C@@H]2CN3C(=NC(C=C3CF)=O)O2)C=C1 ((S)-2-(4-cyclohexyl-phenoxymethyl)-5-fluoromethyl-2,3-dihydro-oxazolo[3,2 a]-pyrimidin-7-one). Isolated yield 59.1%. Reaction SMILES: [CH:1]1([C:7]2[CH:20]=[CH:19][C:10]([O:11][CH2:12][C@H:13]3[O:17][C:16]([NH2:18])=[N:15][CH2:14]3)=[CH:9][CH:8]=2)[CH2:6][CH2:5][CH2:4][CH2:3][CH2:2]1.C([O:23][C:24](=O)[C:25]#[C:26][CH2:27][F:28])C>C(O)C>[CH:1]1([C:7]2[CH:20]=[CH:19][C:10]([O:11][CH2:12][C@H:13]3[O:17][C:16]4=[N:18][C:24](=[O:23])[CH:25]=[C:26]([CH2:27][F:28])[N:15]4[CH2:14]3)=[CH:9][CH:8]=2)[CH2:2][CH2:3][CH2:4][CH2:5][CH2:6]1. Procedure details: To a solution of (S)-5-(4-cyclohexyl-phenoxymethyl)-4,5-dihydro-oxazol-2-ylamine (0.464 g, 1.69 mmol), (see Example 28) in ethanol (25 mL) was added 4-fluoro-but-2-ynoic acid ethyl ester (0.22 g, 1.69 mmol) (see Poulter, J Org Chem 1981, 46, 1532). The reaction mixture was heated at reflux for 14 hrs and then gradually cooled to room temperature. The solvent was removed under vacuum, and the residue purified by flash column chromatography (silica gel, 0-2% 7N NH3 in MeOH /CH2Cl2) to afford 0.358... The reactants are O=C1CC(CCC1)NC(C)=O (N-(3-oxocyclohexyl)acetamide), Cl.COC=1C=C(C=CC1)NN (3-methoxyphenylhydrazine hydrochloride), O (H2O). The solvent is CC(=O)O (HOAc). Reaction conditions: time 2 hour. Yields the product COC1=CC=C2C=3CCC(CC3NC2=C1)NC(C)=O (N-(1,3,4,9-tetrahydro-7-methoxy-2H-carbazol-2-yl)acetamide). RXN SMILES: O=[C:2]1[CH2:7][CH2:6][CH2:5][CH:4]([NH:8][C:9](=[O:11])[CH3:10])[CH2:3]1.Cl.[CH3:13][O:14][C:15]1[CH:16]=[C:17]([NH:21]N)[CH:18]=[CH:19][CH:20]=1.O>CC(O)=O>[CH3:13][O:14][C:15]1[CH:16]=[C:17]2[C:18]([C:7]3[CH2:6][CH2:5][CH:4]([NH:8][C:9](=[O:11])[CH3:10])[CH2:3][C:2]=3[NH:21]2)=[CH:19][CH:20]=1 |f:1.2|. Reported procedure: A mixture of 0.05 mol of N-(3-oxocyclohexyl)acetamide and 0.05 mol of 3-methoxyphenylhydrazine hydrochloride in 50 ml of glacial HOAc was stirred for 2 hr at room temperature and then refluxed for 2 hr. The cooled reaction mixture was poured into H2O and the product triturated until solid. Filtration, drying, and recrystallization from ethanol gave the title compound, mp 192°-193°. Starting materials: C(#N)C1=CC(=C(CN2C=CC3=CC(=CC=C23)\C=C/2\C(NC(S2)=O)=O)C=C1)C(F)(F)F ((5Z)-5-({1-[4-cyano-2-(trifluoromethyl)benzyl]-1H-indol-5-yl}methylidene)-2,4-dioxo-1,3-thiazolidine), Cl.CN(CCCCl)C (3-(dimethylamino)propyl chloride hydrochloride). The product is CN(CCCN1C(S\C(\C1=O)=C/C=1C=C2C=CN(C2=CC1)CC1=C(C=C(C#N)C=C1)C(F)(F)F)=O)C (4-({5-[(Z)-{3-[3-(Dimethylamino)propyl]-2,4-dioxo-1,3-thiazolidin-5-ylidene}methyl]-1H-indol-1-yl}methyl)-3-(trifluoromethyl)benzonitrile). RXN SMILES: [C:1]([C:3]1[CH:26]=[CH:25][C:6]([CH2:7][N:8]2[C:16]3[C:11](=[CH:12][C:13](/[CH:17]=[C:18]4/[C:19](=[O:24])[NH:20][C:21](=[O:23])[S:22]/4)=[CH:14][CH:15]=3)[CH:10]=[CH:9]2)=[C:5]([C:27]([F:30])([F:29])[F:28])[CH:4]=1)#[N:2].Cl.[CH3:32][N:33]([CH3:38])[CH2:34][CH2:35][CH2:36]Cl>>[CH3:32][N:33]([CH3:38])[CH2:34][CH2:35][CH2:36][N:20]1[C:19](=[O:24])/[C:18](=[CH:17]/[C:13]2[CH:12]=[C:11]3[C:16](=[CH:15][CH:14]=2)[N:8]([CH2:7][C:6]2[CH:25]=[CH:26][C:3]([C:1]#[N:2])=[CH:4][C:5]=2[C:27]([F:29])([F:30])[F:28])[CH:9]=[CH:10]3)/[S:22][C:21]1=[O:23] |f:1.2|. Procedure: 4-({5-[(Z)-{3-[3-(Dimethylamino)propyl]-2,4-dioxo-1,3-thiazolidin-5-ylidene}methyl]-1H-indol-1-yl}methyl)-3-(trifluoromethyl)benzonitrile was prepared from [(5Z)-5-({1-[4-cyano-2-(trifluoromethyl)benzyl]-1H-indol-5-yl}methylidene)-2,4-dioxo-1,3-thiazolidine (from Example 246) and 3-(dimethylamino)propyl chloride hydrochloride following General Procedure H. Reactants: CC1N=C(NNC(=O)OC(C)(C)C)NN=C1c1ccccc1, Cl. The product is Cl, CC1N=C(NN)NN=C1c1ccccc1. As a reaction SMILES: [C:1]([O:2][C:3](=[O:4])[NH:8][NH:9][C:10]1=[N:15][CH:14]([CH3:16])[C:13]([c:17]2[cH:18][cH:19][cH:20][cH:21][cH:22]2)=[N:12][NH:11]1)([CH3:5])([CH3:6])[CH3:7].[ClH:23]>>[ClH:23].[NH2:8][NH:9][C:10]1=[N:15][CH:14]([CH3:16])[C:13]([c:17]2[cH:18][cH:19][cH:20][cH:21][cH:22]2)=[N:12][NH:11]1. Procedure: A 50 mL round-bottom flask was charged with a solution of tert-butyl 4-[[4-(morpholin-4-yl)-2-(trifluoromethoxy)phenyl]methyl]piperazine-1-carboxylate (590 mg, 1.32 mmol, 1.00 equiv) in dichloromethane (15 mL). Trifluoroacetic acid (262 mg, 2.30 mmol, 1.74 equiv) was added dropwise at 0° C. The resulting solution was stirred for 3 h at room temperature. The reaction progress was monitored by LCMS. The resulting mixture was concentrated under reduced pressure to provide 445 mg (crude) of 4-[4-(pi... Isolated yield 97.6%. Starting materials: N1(CCOCC1)C1=CC(=C(C=C1)CN1CCN(CC1)C(=O)OC(C)(C)C)OC(F)(F)F (tert-butyl 4-[[4-(morpholin-4-yl)-2-(trifluoromethoxy)phenyl]methyl]piperazine-1-carboxylate), FC(C(=O)O)(F)F (Trifluoroacetic acid). As a reaction SMILES: [N:1]1([C:7]2[CH:12]=[CH:11][C:10]([CH2:13][N:14]3[CH2:19][CH2:18][N:17](C(OC(C)(C)C)=O)[CH2:16][CH2:15]3)=[C:9]([O:27][C:28]([F:31])([F:30])[F:29])[CH:8]=2)[CH2:6][CH2:5][O:4][CH2:3][CH2:2]1.FC(F)(F)C(O)=O>ClCCl>[N:14]1([CH2:13][C:10]2[CH:11]=[CH:12][C:7]([N:1]3[CH2:2][CH2:3][O:4][CH2:5][CH2:6]3)=[CH:8][C:9]=2[O:27][C:28]([F:30])([F:31])[F:29])[CH2:19][CH2:18][NH:17][CH2:16][CH2:15]1. Reaction conditions: time 3 hour. The solvent is ClCCl (dichloromethane). Product: N1(CCNCC1)CC1=C(C=C(C=C1)N1CCOCC1)OC(F)(F)F (4-[4-(piperazin-1-ylmethyl)-3-(trifluoromethoxy)phenyl]morpholine). Reactants: ClC1=NC=CC=C1NC (2-chloro-N-methyl-3-pyridinamine), C(C)(C)NC(C)C.[Li] (lithium diisopropylamine), C1(=CC=CC=C1)COCC1OC1 ([(phenylmethoxy)methyl]-oxirane), [NH4+].[Cl-] (NH4Cl). Run in C1CCOC1 (THF), C1CCOC1 (THF). Reaction conditions: temperature 0 celsius, time 1 hour. Product: ClC1=NC=CC=C1CNCC(COCC1=CC=CC=C1)O (1-[(2-chloro-3-pyridinyl)methylamino]-3-(phenylmethoxy)-2-propanol). The yield is 75.5%. RXN SMILES: [Cl:1][C:2]1[C:7](NC)=[CH:6][CH:5]=[CH:4][N:3]=1.[CH:10]([NH:13]C(C)C)(C)C.[Li].[C:18]1([CH2:24][O:25][CH2:26][CH:27]2[CH2:29][O:28]2)[CH:23]=[CH:22][CH:21]=[CH:20][CH:19]=1.[NH4+].[Cl-]>C1COCC1>[Cl:1][C:2]1[C:7]([CH2:10][NH:13][CH2:29][CH:27]([OH:28])[CH2:26][O:25][CH2:24][C:18]2[CH:23]=[CH:22][CH:21]=[CH:20][CH:19]=2)=[CH:6][CH:5]=[CH:4][N:3]=1 |f:1.2,4.5,^1:16|. Procedure: To a solution of intermediate (28) (0.031 mol) in THF (50 ml) under nitrogen flow at −78° C., lithium diisopropylamine (0.062 mol, 2 M) was slowly added. The reaction mixture was allowed to warm to 0° C. and was stirred for 1 hour. After cooling again to −78° C., a solution of [(phenylmethoxy)methyl]-oxirane (0.034 mol) in THF (40 ml) was added and the mixture was allowed to warm to room temperature and was stirred for 16 hours. A saturated NH4Cl-solution was added and the mixture was extracted ...